Task: describe an organic reaction: reactants, conditions, products, and yield. Dataset: the Open Reaction Database (ORD), a public repository of structured organic reaction records Reported procedure: This compound was synthesized using 4-(6,7-dimethoxyquinolin-4-yloxy)-2-methoxy-phenylamine and 4-(4-Fluorophenyl)-2-isopropyl-3,5-dioxo-2,3,4,5-tetrahydro[1,2,4]triazine-6-carboxylic acid using the procedure for example 1. mp=216-218° C.; LCMS m/z=602 (M+1); 1H NMR (CDCl3) δ: 11.02 (s, 1H), 8.66 (d, 1H, J=8.5 Hz), 8.50 (d, 1H, J=5 Hz), 7.54 (s, 1H), 7.43 (s, 1H), 7.30-7.27 (m, 3H), 6.83 (dd, 1H, J=3.5, 10 Hz), 6.75 (d, 1H, J=2.5 Hz), 6.53 (d, 1H, J=5 Hz), 5.09 (m, 1H), 4.05 (s, 6H), 3.86 (s, 3H... Starting materials: COC=1C=C2C(=CC=NC2=CC1OC)OC1=CC(=C(C=C1)N)OC (4-(6,7-dimethoxyquinolin-4-yloxy)-2-methoxy-phenylamine), FC1=CC=C(C=C1)N1C(N(N=C(C1=O)C(=O)O)C(C)C)=O (4-(4-Fluorophenyl)-2-isopropyl-3,5-dioxo-2,3,4,5-tetrahydro[1,2,4]triazine-6-carboxylic acid). Yields the product COC=1C=C2C(=CC=NC2=CC1OC)OC1=CC(=C(C=C1)NC(=O)C=1C(N(C(N(N1)C(C)C)=O)C1=CC=C(C=C1)F)=O)OC (4-(4-Fluoro-phenyl)-2-isopropyl-3,5-dioxo-2,3,4,5-tetrahydro-1,2,4-triazine-6-carboxylic acid [4-(6,7-dimethoxy-quinolin-4-yloxy)-2-methoxy-phenyl]-amide). As a reaction SMILES: [CH3:1][O:2][C:3]1[CH:4]=[C:5]2[C:10](=[CH:11][C:12]=1[O:13][CH3:14])[N:9]=[CH:8][CH:7]=[C:6]2[O:15][C:16]1[CH:21]=[CH:20][C:19]([NH2:22])=[C:18]([O:23][CH3:24])[CH:17]=1.[F:25][C:26]1[CH:31]=[CH:30][C:29]([N:32]2[C:37](=[O:38])[C:36]([C:39](O)=[O:40])=[N:35][N:34]([CH:42]([CH3:44])[CH3:43])[C:33]2=[O:45])=[CH:28][CH:27]=1>>[CH3:1][O:2][C:3]1[CH:4]=[C:5]2[C:10](=[CH:11][C:12]=1[O:13][CH3:14])[N:9]=[CH:8][CH:7]=[C:6]2[O:15][C:16]1[CH:21]=[CH:20][C:19]([NH:22][C:39]([C:36]2[C:37](=[O:38])[N:32]([C:29]3[CH:28]=[CH:27][C:26]([F:25])=[CH:31][CH:30]=3)[C:33](=[O:45])[N:34]([CH:42]([CH3:44])[CH3:43])[N:35]=2)=[O:40])=[C:18]([O:23][CH3:24])[CH:17]=1.